From a dataset of the Open Reaction Database (ORD), a public repository of structured organic reaction records. describe an organic reaction: reactants, conditions, products, and yield Starting materials: [H-].[Na+] (NaH), [H-].[Na+] (NaH), C(C)(C)(C)OC(=O)N1CCC(CC1)CO (1-(tert-butoxycarbonyl)-4-(hydroxymethyl)piperidine), C(C1=CC=CC=C1)Br (benzyl bromide). Solvent: CN(C)C=O (DMF). Run at time 1 hour. The product is C(C1=CC=CC=C1)OCC1CCN(CC1)C(=O)OC(C)(C)C (4-(benzyloxymethyl)-1-(tert-butoxycarbonyl)piperidine). Isolated yield 165.7%. RXN SMILES: [H-].[Na+].[C:3]([O:7][C:8]([N:10]1[CH2:15][CH2:14][CH:13]([CH2:16][OH:17])[CH2:12][CH2:11]1)=[O:9])([CH3:6])([CH3:5])[CH3:4].[CH2:18](Br)[C:19]1[CH:24]=[CH:23][CH:22]=[CH:21][CH:20]=1>CN(C=O)C>[CH2:18]([O:17][CH2:16][CH:13]1[CH2:14][CH2:15][N:10]([C:8]([O:7][C:3]([CH3:6])([CH3:5])[CH3:4])=[O:9])[CH2:11][CH2:12]1)[C:19]1[CH:24]=[CH:23][CH:22]=[CH:21][CH:20]=1 |f:0.1|. Procedure: NaH (60% oil dispersion, 53 mg, 1.3 mmol) was added in portions to a solution of 1-(tert-butoxycarbonyl)-4-(hydroxymethyl)piperidine (240 mg, 1.1 mmol) and benzyl bromide (0.40 mL, 0.58 g, 0.33 mmol) in DMF (2.0 mL). After 1 h, additional NaH (60% oil disperison, 15 mg, 0.38 mmol) was added. After a total of 2.25 h, the mixture was quenched with water and extracted with EtOAc. The organic layer was washed with saturated aq. NaCl, dried (Na2SO4), and evaporated. Purification by flash column chrom... Reactants: C(C)(C)(C)OC(=O)N[C@@H](CC1=CC=C(C=C1)OC(C)(C)C)C(=O)N[C@H](C)C(=O)N(CCCC1=CC=CC=C1)CCCSC (N-(tert-butyloxycarbonyl)-O-(tert-butyl)-L-tyrosyl-N-[3-(methylthio)propyl]-N-(3-phenylpropyl)-D-alaninamide). Run in Cl.O1CCOCC1 (hydrogen chloride dioxane). The product is N[C@@H](CC1=CC=C(C=C1)O)C(=O)N[C@H](C)C(=O)N(CCCC1=CC=CC=C1)CCCSC (L-tyrosyl-N-[3-(methylthio)propyl]-N-(3-phenylpropyl)-D-alaninamide). The yield is 37.4%. As a reaction SMILES: C(OC([NH:8][C@H:9]([C:22]([NH:24][C@@H:25]([C:27]([N:29]([CH2:39][CH2:40][CH2:41][S:42][CH3:43])[CH2:30][CH2:31][CH2:32][C:33]1[CH:38]=[CH:37][CH:36]=[CH:35][CH:34]=1)=[O:28])[CH3:26])=[O:23])[CH2:10][C:11]1[CH:16]=[CH:15][C:14]([O:17]C(C)(C)C)=[CH:13][CH:12]=1)=O)(C)(C)C>Cl.O1CCOCC1>[NH2:8][C@H:9]([C:22]([NH:24][C@@H:25]([C:27]([N:29]([CH2:39][CH2:40][CH2:41][S:42][CH3:43])[CH2:30][CH2:31][CH2:32][C:33]1[CH:34]=[CH:35][CH:36]=[CH:37][CH:38]=1)=[O:28])[CH3:26])=[O:23])[CH2:10][C:11]1[CH:16]=[CH:15][C:14]([OH:17])=[CH:13][CH:12]=1 |f:1.2|. Procedure: A solution of N-(tert-butyloxycarbonyl)-O-(tert-butyl)-L-tyrosyl-N-[3-(methylthio)propyl]-N-(3-phenylpropyl)-D-alaninamide (2.42 g.) in hydrogen chloride-dioxane (3.9N, 50 ml.) was stirred for one and one half hours at room temperature, then stripped of volatiles under vacuum. The residue was triturated with ether, the solution was stripped of volatiles under vacuum, and the process was repeated. An aqueous solution of the residue was lyophilized. A solution of the residue in methanol (50 ml.) w... The reactants are N(=NC(=O)OC(C)C)C(=O)OC(C)C (diisopropyl azodicarboxylate), ClC1=CC=C(C=CCNCCNS(=O)(=O)C=2C=3C=CN=CC3C=CC2)C=C1 (N-[2-(4-Chlorocinnamylamino)ethyl]-5-isoquinolinesulfonamide), C(C1=CC=C(C=C1)OC)O (anisyl alcohol), C1(=CC=CC=C1)P(C1=CC=CC=C1)C1=CC=CC=C1 (triphenylphosphine). Solvent: O1CCCC1 (tetrahydrofuran), O1CCCC1 (tetrahydrofuran). Run at time 8 hour. The product is C(C1=CC=C(C=C1)OC)N(S(=O)(=O)C=1C=2C=CN=CC2C=CC1)CCNCC=CC1=CC=C(C=C1)Cl (N-Anisyl-N-[2-(4-chlorocinnamylamino)ethyl]-5-isoquinolinesulfonamide). Isolated yield 42.3%. As a reaction SMILES: [Cl:1][C:2]1[CH:27]=[CH:26][C:5]([CH:6]=[CH:7][CH2:8][NH:9][CH2:10][CH2:11][NH:12][S:13]([C:16]2[C:17]3[CH:18]=[CH:19][N:20]=[CH:21][C:22]=3[CH:23]=[CH:24][CH:25]=2)(=[O:15])=[O:14])=[CH:4][CH:3]=1.[CH2:28](O)[C:29]1[CH:34]=[CH:33][C:32]([O:35][CH3:36])=[CH:31][CH:30]=1.C1(P(C2C=CC=CC=2)C2C=CC=CC=2)C=CC=CC=1.N(C(OC(C)C)=O)=NC(OC(C)C)=O>O1CCCC1>[CH2:28]([N:12]([CH2:11][CH2:10][NH:9][CH2:8][CH:7]=[CH:6][C:5]1[CH:4]=[CH:3][C:2]([Cl:1])=[CH:27][CH:26]=1)[S:13]([C:16]1[C:17]2[CH:18]=[CH:19][N:20]=[CH:21][C:22]=2[CH:23]=[CH:24][CH:25]=1)(=[O:14])=[O:15])[C:29]1[CH:34]=[CH:33][C:32]([O:35][CH3:36])=[CH:31][CH:30]=1. Reported procedure: 0.4 g of the crystals obtained in Example 172, 0.276 g of anisyl alcohol and 0.524 g of triphenylphosphine were dissolved in 10 ml of tetrahydrofuran, and to the solution was added dropwise a solution of 0.404 g of diisopropyl azodicarboxylate in 2 ml of tetrahydrofuran with stirring under ice cooling. The reaction mixture was warmed to a room temperature and was allowed to stand overnight and then evaporated under a reduced pressure to remove the solvent. The resulting residue was dissolved in ...